This data is from the Open Reaction Database (ORD), a public repository of structured organic reaction records. The task is: describe an organic reaction: reactants, conditions, products, and yield Reactants: CC(C)(C)OC(=O)N1CCNCC1, [BH3-]C#N, CC(=O)O, CC(C)(C)CC=O, CO, [Na+]. The product is CC(C)(C)CCN1CCN(C(=O)OC(C)(C)C)CC1. As a reaction SMILES: [C:1](=[O:2])([O:3][C:4]([CH3:5])([CH3:6])[CH3:7])[N:8]1[CH2:9][CH2:10][NH:11][CH2:12][CH2:13]1.[C:21]([BH3-:22])#[N:23].[C:25]([OH:26])(=[O:27])[CH3:28].[CH3:14][C:15]([CH2:16][CH:17]=[O:18])([CH3:19])[CH3:20].[CH3:29][OH:30].[Na+:24]>>[C:1](=[O:2])([O:3][C:4]([CH3:5])([CH3:6])[CH3:7])[N:8]1[CH2:9][CH2:10][N:11]([CH2:17][CH2:16][C:15]([CH3:14])([CH3:19])[CH3:20])[CH2:12][CH2:13]1. Reactants: C[O-], CO, COC(=O)C(C)(C)Cc1c(C(=O)c2ccccc2)c2cc(OC(=O)c3ccccc3)ccc2n1Cc1ccc(Cl)cc1, [Na+]. The product is COC(=O)C(C)(C)Cc1c(C(=O)c2ccccc2)c2cc(O)ccc2n1Cc1ccc(Cl)cc1. RXN SMILES: [CH3:43][O-:44].[CH3:46][OH:47].[Cl:1][c:2]1[cH:3][cH:4][c:5]([CH2:6][n:7]2[c:8]([CH2:33][C:34]([C:35](=[O:36])[O:37][CH3:38])([CH3:39])[CH3:40])[c:9]([C:25]([c:26]3[cH:27][cH:28][cH:29][cH:30][cH:31]3)=[O:32])[c:10]3[cH:11][c:12]([O:16][C:17](=[O:18])[c:19]4[cH:20][cH:21][cH:22][cH:23][cH:24]4)[cH:13][cH:14][c:15]23)[cH:41][cH:42]1.[Na+:45]>>[Cl:1][c:2]1[cH:3][cH:4][c:5]([CH2:6][n:7]2[c:8]([CH2:33][C:34]([C:35](=[O:36])[O:37][CH3:38])([CH3:39])[CH3:40])[c:9]([C:25]([c:26]3[cH:27][cH:28][cH:29][cH:30][cH:31]3)=[O:32])[c:10]3[cH:11][c:12]([OH:16])[cH:13][cH:14][c:15]23)[cH:41][cH:42]1. Reactants: CCC(=O)[O-], CC#N, COS(=O)(=O)c1ccc(C)cc1, c1ccc([S+](c2ccccc2)c2ccccc2)cc1. The product is Cc1ccc(S(=O)(=O)[O-])cc1, c1ccc([S+](c2ccccc2)c2ccccc2)cc1. As a reaction SMILES: [C:1]([O-:2])(=[O:3])[CH2:4][CH3:5].[CH3:37][C:38]#[N:39].[c:25]1([CH3:36])[cH:26][cH:27][c:28]([S:31](=[O:32])(=[O:33])[O:34][CH3:35])[cH:29][cH:30]1.[c:6]1([S+:12]([c:13]2[cH:14][cH:15][cH:16][cH:17][cH:18]2)[c:19]2[cH:20][cH:21][cH:22][cH:23][cH:24]2)[cH:7][cH:8][cH:9][cH:10][cH:11]1>>[c:25]1([CH3:36])[cH:26][cH:27][c:28]([S:31](=[O:32])(=[O:33])[O-:34])[cH:29][cH:30]1.[c:6]1([S+:12]([c:13]2[cH:14][cH:15][cH:16][cH:17][cH:18]2)[c:19]2[cH:20][cH:21][cH:22][cH:23][cH:24]2)[cH:7][cH:8][cH:9][cH:10][cH:11]1. The reactants are O (water), C1(=CC=CC=C1)CC(=O)OCC (ethyl phenylacetate), C([O-])([O-])=O.[K+].[K+] (potassium carbonate), C=O (paraformaldehyde). Run in CN1C(CCC1)=O (N-methylpyrrolidone). Yields the product product, C(C(=C)C1=CC=CC=C1)(=O)OCC (ethyl atropate). Yield: 53.5%. Reaction SMILES: [C:1]1([CH2:7][C:8]([O:10][CH2:11][CH3:12])=[O:9])[CH:6]=[CH:5][CH:4]=[CH:3][CH:2]=1.[C:13](=O)([O-])[O-].[K+].[K+].C=O.O>CN1CCCC1=O>[C:8]([O:10][CH2:11][CH3:12])(=[O:9])[C:7]([C:1]1[CH:6]=[CH:5][CH:4]=[CH:3][CH:2]=1)=[CH2:13] |f:1.2.3|. Reported procedure: 94 g of ethyl phenylacetate (methyl ester content 0.01%) were stirred in 300 ml of N-methylpyrrolidone with 120 g of potassium carbonate and 25 g of paraformaldehyde at 75 to 80° C. for 1.5 h. After cooling, 150 ml of water were added, and the aqueous phase was separated off. The N-methylpyrrolidone phase was extracted twice with 75 ml of diisopropyl ether each time. The combined diisopropyl ether phases were washed with 50 ml of water and concentrated in vacuo. 58 g of product were obtained, co...